Dataset: the Open Reaction Database (ORD), a public repository of structured organic reaction records. Task: describe an organic reaction: reactants, conditions, products, and yield The reactants are CCOC(=O)c1cc(Cl)cc2ccn(Cc3ccc(Br)cn3)c12, C1CCNCC1, CC(C)(C)[O-], Cc1ccccc1, [Na+], O=C(C=Cc1ccccc1)C=Cc1ccccc1, O=C(C=Cc1ccccc1)C=Cc1ccccc1, O=C(C=Cc1ccccc1)C=Cc1ccccc1, [Pd], [Pd]. Yields the product CCOC(=O)c1cc(Cl)cc2ccn(Cc3ccc(N4CCCCC4)cn3)c12. Reaction SMILES: [Br:1][c:2]1[cH:3][cH:4][c:5]([CH2:8][n:9]2[cH:10][cH:11][c:12]3[cH:13][c:14]([Cl:23])[cH:15][c:16]([C:18](=[O:19])[O:20][CH2:21][CH3:22])[c:17]23)[n:6][cH:7]1.[CH2:30]1[CH2:31][CH2:32][NH:33][CH2:34][CH2:35]1.[CH3:24][C:25]([CH3:26])([O-:27])[CH3:28].[CH3:92][c:93]1[cH:94][cH:95][cH:96][cH:97][cH:98]1.[Na+:29].[O:38]=[C:39]([CH:40]=[CH:41][c:42]1[cH:43][cH:44][cH:45][cH:46][cH:47]1)[CH:48]=[CH:49][c:50]1[cH:51][cH:52][cH:53][cH:54][cH:55]1.[O:56]=[C:57]([CH:58]=[CH:59][c:60]1[cH:61][cH:62][cH:63][cH:64][cH:65]1)[CH:66]=[CH:67][c:68]1[cH:69][cH:70][cH:71][cH:72][cH:73]1.[O:74]=[C:75]([CH:76]=[CH:77][c:78]1[cH:79][cH:80][cH:81][cH:82][cH:83]1)[CH:84]=[CH:85][c:86]1[cH:87][cH:88][cH:89][cH:90][cH:91]1.[Pd:36].[Pd:37]>>[c:2]1([N:33]2[CH2:32][CH2:31][CH2:30][CH2:35][CH2:34]2)[cH:3][cH:4][c:5]([CH2:8][n:9]2[cH:10][cH:11][c:12]3[cH:13][c:14]([Cl:23])[cH:15][c:16]([C:18](=[O:19])[O:20][CH2:21][CH3:22])[c:17]23)[n:6][cH:7]1. Reactants: C(C)(C)C=1C=C(C=O)C=C(C1OC)C(C)C (3,5-Diisopropyl-4-methoxybenzaldehyde), CC=1C=C2CC(NC2=C(C1)Cl)=O (5-methyl-7-chloro-2-oxindole). The product is ClC=1C=C(C=C2C(C(NC12)=O)=CC1=CC(=C(C(=C1)C(C)C)OC)C(C)C)C (7-chloro-3-(3,5-diisopropyl-4-methoxybenzylidene)-5-methyl-1,3-dihydroindol-2-one). Reaction SMILES: [CH:1]([C:4]1[CH:5]=[C:6]([CH:9]=[C:10]([CH:14]([CH3:16])[CH3:15])[C:11]=1[O:12][CH3:13])[CH:7]=O)([CH3:3])[CH3:2].[CH3:17][C:18]1[CH:19]=[C:20]2[C:24](=[C:25]([Cl:27])[CH:26]=1)[NH:23][C:22](=[O:28])[CH2:21]2>>[Cl:27][C:25]1[CH:26]=[C:18]([CH3:17])[CH:19]=[C:20]2[C:24]=1[NH:23][C:22](=[O:28])[C:21]2=[CH:7][C:6]1[CH:5]=[C:4]([CH:1]([CH3:3])[CH3:2])[C:11]([O:12][CH3:13])=[C:10]([CH:14]([CH3:16])[CH3:15])[CH:9]=1. Procedure: 3,5-Diisopropyl-4-methoxybenzaldehyde was condensed with 5-methyl-7-chloro-2-oxindole to give 0.35 g of 7-chloro-3-(3,5-diisopropyl-4-methoxybenzylidene)-5-methyl-1,3-dihydroindol-2-one as a yellow-orange solid. Starting materials: COC(=O)c1cc(Cl)ccc1NC(=O)CCCC(=O)O, Cc1ccc(-c2ccoc2)cc1N. Yields the product COC(=O)c1cc(Cl)ccc1NC(=O)CCCC(=O)Nc1cc(-c2ccoc2)ccc1C. As a reaction SMILES: [Cl:14][c:15]1[cH:16][c:17]([C:30](=[O:31])[O:32][CH3:33])[c:18]([NH:21][C:22]([CH2:23][CH2:24][CH2:25][C:26](=[O:27])[OH:28])=[O:29])[cH:19][cH:20]1.[o:1]1[cH:2][c:3](-[c:6]2[cH:7][cH:8][c:9]([CH3:13])[c:10]([NH2:11])[cH:12]2)[cH:4][cH:5]1>>[o:1]1[cH:2][c:3](-[c:6]2[cH:7][cH:8][c:9]([CH3:13])[c:10]([NH:11][C:26]([CH2:25][CH2:24][CH2:23][C:22]([NH:21][c:18]3[c:17]([C:30](=[O:31])[O:32][CH3:33])[cH:16][c:15]([Cl:14])[cH:20][cH:19]3)=[O:29])=[O:27])[cH:12]2)[cH:4][cH:5]1. Starting materials: C(=O)(O)CSC(C#N)C1=NCCC2=CC(=C(C=C12)OC)OC (α-(carboxymethyl-mercapto)-6,7-dimethoxy-3,4-dihydro-1-isoquinolyl-acetonitrile), C1(CCCCC1)N=C=NC1CCCCC1 (dicyclohexyl-carbodiimide). Run in N1=CC=CC=C1 (pyridine). Reaction conditions: time 2 day. Yields the product C(#N)C=1SCC(N2C1C1=CC(=C(C=C1CC2)OC)OC)=O (1-cyano-9,10-dimethoxy-3,4,6,7-tetrahydro-1,4-thiazino[3,4-a]isoquinoline-4-one). RXN SMILES: [C:1]([CH2:4][S:5][CH:6]([C:9]1[C:18]2[C:13](=[CH:14][C:15]([O:21][CH3:22])=[C:16]([O:19][CH3:20])[CH:17]=2)[CH2:12][CH2:11][N:10]=1)[C:7]#[N:8])(O)=[O:2].C1(N=C=NC2CCCCC2)CCCCC1>N1C=CC=CC=1>[C:7]([C:6]1[S:5][CH2:4][C:1](=[O:2])[N:10]2[CH2:11][CH2:12][C:13]3[C:18](=[CH:17][C:16]([O:19][CH3:20])=[C:15]([O:21][CH3:22])[CH:14]=3)[C:9]=12)#[N:8]. Procedure: To a pyridine solution of 3.2 g. of α-(carboxymethyl-mercapto)-6,7-dimethoxy-3,4-dihydro-1-isoquinolyl-acetonitrile 2.1 g. of dicyclohexyl-carbodiimide are added. The reaction mixture is allowed to stand at room temperature for two days. The solvent is evaporated in vacuo and the residue is recrystallized from butanol. 1.9 g. of 1-cyano-9,10-dimethoxy-3,4,6,7-tetrahydro-1,4-thiazino[3,4-a]isoquinoline-4-one are obtained, melting at 186° to 187° C. after recrystallization from butanol. The reactants are [OH-].[Li+] (lithium hydroxide), BrC=1N(C(=NN1)SCC(=O)NC(C(=O)OC)CC1=CC=CC=C1)C1=CC=C(C2=CC=CC=C12)C1CC1 (methyl 2-(2-(5-bromo-4-(1-cyclopropylnaphthalen-4-yl)-4H-1,2,4-triazol-3-ylthio) acetamido)-3-phenylpropanoate). The solvent is C1CCOC1.O (THF H2O). Run at time 18 hour. Yields the product BrC=1N(C(=NN1)SCC(=O)NC(C(=O)O)CC1=CC=CC=C1)C1=CC=C(C2=CC=CC=C12)C1CC1 (2-(2-(5-Bromo-4-(4-cyclopropylnaphthalen-1-yl)-4H-1,2,4-triazol-3-ylthio)acetamido)-3-phenylpropanoic acid). Reaction SMILES: [OH-].[Li+].[Br:3][C:4]1[N:5]([C:26]2[C:35]3[C:30](=[CH:31][CH:32]=[CH:33][CH:34]=3)[C:29]([CH:36]3[CH2:38][CH2:37]3)=[CH:28][CH:27]=2)[C:6]([S:9][CH2:10][C:11]([NH:13][CH:14]([CH2:19][C:20]2[CH:25]=[CH:24][CH:23]=[CH:22][CH:21]=2)[C:15]([O:17]C)=[O:16])=[O:12])=[N:7][N:8]=1>C1COCC1.O>[Br:3][C:4]1[N:5]([C:26]2[C:35]3[C:30](=[CH:31][CH:32]=[CH:33][CH:34]=3)[C:29]([CH:36]3[CH2:38][CH2:37]3)=[CH:28][CH:27]=2)[C:6]([S:9][CH2:10][C:11]([NH:13][CH:14]([CH2:19][C:20]2[CH:25]=[CH:24][CH:23]=[CH:22][CH:21]=2)[C:15]([OH:17])=[O:16])=[O:12])=[N:7][N:8]=1 |f:0.1,3.4|. Reported procedure: Aqueous lithium hydroxide solution (1M, 0.8 mL, 0.8 mmol) is added to a solution of methyl 2-(2-(5-bromo-4-(1-cyclopropylnaphthalen-4-yl)-4H-1,2,4-triazol-3-ylthio) acetamido)-3-phenylpropanoate (0.4 mmol) in 3:1, THF/H2O (1.6 mL) and the mixture stirred for 18 h at room temperature. The crude reaction mixture is concentrated and acidified with aqueous HCL (1M, 1.2 mL) and then is extracted with ethyl acetate (3×3 mL). The combined organic extracts are dried (sodium sulfate), filtered and concen...